This data is from the Open Reaction Database (ORD), a public repository of structured organic reaction records. The task is: describe an organic reaction: reactants, conditions, products, and yield Reactants: Cl (HCl), [H][H] (hydrogen), N([C@@H](CCCCNC(N[N+](=O)[O-])=N)C(=O)O)C(=O)OC(C)(C)C (Boc-hArg(NO2)). The reagents and catalysts are [Pd] (Pd/C). Run in CO (MeOH), CC(C)O (2-propanol). The product is N([C@@H](CCCCNC(N)=N)C(=O)O)C(=O)OC(C)(C)C (Boc-hArg). RXN SMILES: [NH:1]([C:17]([O:19][C:20]([CH3:23])([CH3:22])[CH3:21])=[O:18])[C@H:2]([C:14]([OH:16])=[O:15])[CH2:3][CH2:4][CH2:5][CH2:6][NH:7][C:8](=[NH:13])[NH:9][N+]([O-])=O.[H][H].Cl>CO.[Pd].CC(O)C>[NH:1]([C:17]([O:19][C:20]([CH3:23])([CH3:22])[CH3:21])=[O:18])[C@H:2]([C:14]([OH:16])=[O:15])[CH2:3][CH2:4][CH2:5][CH2:6][NH:7][C:8](=[NH:9])[NH2:13]. Procedure: Boc-hArg(NO2)-Amp (1.5 g) was dissolved in HPLC grade MeOH (120 mL) and to the clear solution was added the Pd/C catalyst (10%, Aldrich). A small stir bar was placed in the flask and the reaction mixture was stirred under a slow stream of hydrogen overnight after incorporating the 5-6 N HCl in 2-propanol solution (1.5 mL). After the overnight reaction, the solution was filtered and the solvent evaporated. The white crystalline product was dried under vacuum to give 1.61 g of the Boc-hArg-Amp int... The reactants are C1=CC=C2CCCN3C2=C1[C@@H]1[C@H]3CCNC1 ((7aR,11aS)-5,6,7a,8,9,10,11,11a-octahydro-4H-pyrido[3′,4′:4,5]pyrrolo[3,2,1-ij]quinoline), ClCCCC(=O)C1=C(C=CC=C1)N (4-chloro-2′-aminobutyrophenone), C(=O)([O-])[O-].[K+].[K+] (K2CO3). Product: C1=CC=C2CCCN3C2=C1[C@@H]1[C@H]3CCN(C1)CCCC(=O)C1=C(C=CC=C1)N (4-((7aR,11aS)-5,6,8,9,11,11a-hexahydro-4H-pyrido[3′,4′:4,5]pyrrolo[3,2,1-ij]quinolin-10(7aH)-yl)-1-(2-aminophenyl)-1-butanone). Isolated yield 42.6%. RXN SMILES: [CH:1]1[C:10]2[C@H:11]3[CH2:16][NH:15][CH2:14][CH2:13][C@H:12]3[N:8]3[C:9]=2[C:4]([CH2:5][CH2:6][CH2:7]3)=[CH:3][CH:2]=1.Cl[CH2:18][CH2:19][CH2:20][C:21]([C:23]1[CH:28]=[CH:27][CH:26]=[CH:25][C:24]=1[NH2:29])=[O:22].C([O-])([O-])=O.[K+].[K+]>>[CH:1]1[C:10]2[C@H:11]3[CH2:16][N:15]([CH2:18][CH2:19][CH2:20][C:21]([C:23]4[CH:28]=[CH:27][CH:26]=[CH:25][C:24]=4[NH2:29])=[O:22])[CH2:14][CH2:13][C@H:12]3[N:8]3[C:9]=2[C:4]([CH2:5][CH2:6][CH2:7]3)=[CH:3][CH:2]=1 |f:2.3.4|. Reported procedure: The title compound (0.080 g, 42%) was prepared by the general method of Example 402 from (7aR,11aS)-5,6,7a,8,9,10,11,11a-octahydro-4H-pyrido[3′,4′:4,5]pyrrolo[3,2,1-ij]quinoline (0.11 g, 0.50 mmol), 4-chloro-2′-aminobutyrophenone (0.20 g, 1.0 mmol), KI (catalytic) and K2CO3 (0.14 g, 1.0 mmol) after chromatographic purification as a white amorphous solid. The 1H NMR was identical to that of Example 404, 4-((7aS,11aR)-5,6,8,9,11,11a-hexahydro-4H-pyrido[3′,4′:4,5]pyrrolo[3,2,1-ij]quinolin-10(7aH)-y... Reactants: C1=CC(=C[N+](=C1)[C@H]2[C@@H]([C@@H]([C@H](O2)COP(=O)([O-])OP(=O)(O)OC[C@@H]3[C@H]([C@H]([C@@H](O3)N4C=NC5=C4N=CN=C5N)O)O)O)O)C(=O)N (nicotinamide adenine dinucleotide), C(C1=CN=CC=C1)(=O)[O-] (nicotinate), C(C1=CN=CC=C1)(=O)O.ON1C(CCC1=O)=O (N-hydroxysuccinimide nicotinate). Product: ON1C(CCC1=O)=O.C1=CC(=C[N+](=C1)[C@H]2[C@@H]([C@@H]([C@H](O2)COP(=O)([O-])OP(=O)(O)OC[C@@H]3[C@H]([C@H]([C@@H](O3)N4C=NC5=C4N=CN=C5N)O)O)O)O)C(=O)N (N-hydroxysuccinimide nicotinamide adenine dinucleotide). RXN SMILES: [CH:1]1[CH:6]=[N+:5]([C@@H:7]2[O:11][C@H:10]([CH2:12][O:13][P:14]([O:17][P:18]([O:21][CH2:22][C@H:23]3[O:27][C@@H:26]([N:28]4[C:32]5[N:33]=[CH:34][N:35]=[C:36]([NH2:37])[C:31]=5[N:30]=[CH:29]4)[C@H:25]([OH:38])[C@@H:24]3[OH:39])([OH:20])=[O:19])([O-:16])=[O:15])[C@@H:9]([OH:40])[C@H:8]2[OH:41])[CH:4]=[C:3]([C:42]([NH2:44])=[O:43])[CH:2]=1.C([O-])(=O)C1C=CC=NC=1.C(O)(=O)C1C=CC=NC=1.[OH:63][N:64]1[C:68](=[O:69])[CH2:67][CH2:66][C:65]1=[O:70]>>[OH:63][N:64]1[C:68](=[O:69])[CH2:67][CH2:66][C:65]1=[O:70].[CH:1]1[CH:6]=[N+:5]([C@@H:7]2[O:11][C@H:10]([CH2:12][O:13][P:14]([O:17][P:18]([O:21][CH2:22][C@H:23]3[O:27][C@@H:26]([N:28]4[C:32]5[N:33]=[CH:34][N:35]=[C:36]([NH2:37])[C:31]=5[N:30]=[CH:29]4)[C@H:25]([OH:38])[C@@H:24]3[OH:39])([OH:20])=[O:19])([O-:16])=[O:15])[C@@H:9]([OH:40])[C@H:8]2[OH:41])[CH:4]=[C:3]([C:42]([NH2:44])=[O:43])[CH:2]=1 |f:2.3,4.5|. Procedure: combining nicotinamide adenine dinucleotide with NADase and NHS nicotinate, whereby NADase catalyzes an exchange of N-hydroxysuccinimide nicotinate onto nicotinamide adenine dinucleotide, yielding N-hydroxysuccinimide-nicotinamide adenine dinucleotide; and Starting materials: O=C([O-])[O-], CS(C)=O, CC(C)c1nnn(-c2c(Cl)cccc2Cl)c1COc1ccc(-c2ccc(C#N)cc2)cc1, [K+], [K+], O, OO. Yields the product CC(C)c1nnn(-c2c(Cl)cccc2Cl)c1COc1ccc(-c2ccc(C(N)=O)cc2)cc1. As a reaction SMILES: [C:33]([O-:34])(=[O:35])[O-:36].[CH3:41][S:42](=[O:43])[CH3:44].[Cl:1][c:2]1[c:3](-[n:9]2[n:10][n:11][c:12]([CH:30]([CH3:31])[CH3:32])[c:13]2[CH2:14][O:15][c:16]2[cH:17][cH:18][c:19](-[c:22]3[cH:23][cH:24][c:25]([C:28]#[N:29])[cH:26][cH:27]3)[cH:20][cH:21]2)[c:4]([Cl:8])[cH:5][cH:6][cH:7]1.[K+:37].[K+:38].[OH2:45].[OH:39][OH:40]>>[Cl:1][c:2]1[c:3](-[n:9]2[n:10][n:11][c:12]([CH:30]([CH3:31])[CH3:32])[c:13]2[CH2:14][O:15][c:16]2[cH:17][cH:18][c:19](-[c:22]3[cH:23][cH:24][c:25]([C:28]([NH2:29])=[O:34])[cH:26][cH:27]3)[cH:20][cH:21]2)[c:4]([Cl:8])[cH:5][cH:6][cH:7]1. Starting materials: ClC1=CC=C(C=C1)C1=NNC(C2=CC(=CC=C12)OC)=O (4-(4-chlorophenyl)-7-methoxy-2H-phthalazin-1-one), P(=O)(Cl)(Cl)Cl (phosphoryl chloride). Product: ClC1=NN=C(C2=CC=C(C=C12)OC)C1=CC=C(C=C1)Cl (1-Chloro-4-(4-chlorophenyl)-7-methoxyphthalazine). Reaction SMILES: [Cl:1][C:2]1[CH:7]=[CH:6][C:5]([C:8]2[C:17]3[C:12](=[CH:13][C:14]([O:18][CH3:19])=[CH:15][CH:16]=3)[C:11](=O)[NH:10][N:9]=2)=[CH:4][CH:3]=1.P(Cl)(Cl)([Cl:23])=O>>[Cl:23][C:11]1[C:12]2[C:17](=[CH:16][CH:15]=[C:14]([O:18][CH3:19])[CH:13]=2)[C:8]([C:5]2[CH:6]=[CH:7][C:2]([Cl:1])=[CH:3][CH:4]=2)=[N:9][N:10]=1. Procedure: This compound is obtained according to the procedure described in 1.3. by reacting 4-(4-chlorophenyl)-7-methoxy-2H-phthalazin-1-one with phosphoryl chloride. Reactants: ClC(CC1C(C1C(=O)OC)(C)C)(C(F)(F)F)Cl (methyl 3-(2,2-dichloro-3,3,3-trifluoropropyl)-2,2-dimethyl-cyclopropane carboxylate). Run in ClCCl (dichloromethane). Product: ClC(C[C@H]1C([C@H]1C(=O)OC)(C)C)(C(F)(F)F)Cl (cis methyl 3-(2,2-dichloro-3,3,3-trifluoropropyl)-2,2-dimethyl-cyclopropane carboxylate). As a reaction SMILES: [Cl:1][C:2]([Cl:17])([C:13]([F:16])([F:15])[F:14])[CH2:3][CH:4]1[CH:6]([C:7]([O:9][CH3:10])=[O:8])[C:5]1([CH3:12])[CH3:11]>ClCCl>[Cl:1][C:2]([Cl:17])([C:13]([F:14])([F:16])[F:15])[CH2:3][C@@H:4]1[C@H:6]([C:7]([O:9][CH3:10])=[O:8])[C:5]1([CH3:12])[CH3:11]. Procedure: Polarimetry of the methyl 3-(2,2-dichloro-3,3,3-trifluoropropyl)-2,2-dimethyl-cyclopropane carboxylate in dichloromethane (5.84 gm/liter at 20° C.) gave an ∝D=+10.3°.